The task is: describe an organic reaction: reactants, conditions, products, and yield. This data is from the Open Reaction Database (ORD), a public repository of structured organic reaction records. Starting materials: C(C)(C)(C)C=1C=C(CCC2=C(C(=CC(=C2)F)F)NC(=O)NC2CCN(CC2)CC2=CC=CC=C2)C=C(C1O)C(C)(C)C (N-[2-(3,5-di-tert-butyl-4-hydroxyphenethyl)-4,6-difluorophenyl]-N'-(1-benzyl-4-piperidyl)urea), Cl.C(C)(=O)OCC (hydrochloric acid ethyl acetate). Solvent: C(C)O (ethanol). Reaction conditions: temperature 50 celsius, time 4 hour. Product: Cl.C(C)(C)(C)C=1C=C(CCC2=C(C(=CC(=C2)F)F)NC(=O)NC2CCN(CC2)CC2=CC=CC=C2)C=C(C1O)C(C)(C)C (N-[2-(3,5-di-tert-butyl-4-hydroxyphenethyl)-4,6-difluorophenyl]-N'-(1-benzyl-4-piperidyl)urea hydrochloride). The yield is 81.0%. As a reaction SMILES: [C:1]([C:5]1[CH:6]=[C:7]([CH:35]=[C:36]([C:39]([CH3:42])([CH3:41])[CH3:40])[C:37]=1[OH:38])[CH2:8][CH2:9][C:10]1[CH:15]=[C:14]([F:16])[CH:13]=[C:12]([F:17])[C:11]=1[NH:18][C:19]([NH:21][CH:22]1[CH2:27][CH2:26][N:25]([CH2:28][C:29]2[CH:34]=[CH:33][CH:32]=[CH:31][CH:30]=2)[CH2:24][CH2:23]1)=[O:20])([CH3:4])([CH3:3])[CH3:2].[ClH:43].C(OCC)(=O)C>C(O)C>[ClH:43].[C:39]([C:36]1[CH:35]=[C:7]([CH:6]=[C:5]([C:1]([CH3:4])([CH3:3])[CH3:2])[C:37]=1[OH:38])[CH2:8][CH2:9][C:10]1[CH:15]=[C:14]([F:16])[CH:13]=[C:12]([F:17])[C:11]=1[NH:18][C:19]([NH:21][CH:22]1[CH2:27][CH2:26][N:25]([CH2:28][C:29]2[CH:34]=[CH:33][CH:32]=[CH:31][CH:30]=2)[CH2:24][CH2:23]1)=[O:20])([CH3:42])([CH3:41])[CH3:40] |f:1.2,4.5|. Reported procedure: N-[2-(3,5-di-tert-butyl-4-hydroxyphenethyl)-4,6-difluorophenyl]-N'-(1-benzyl-4-piperidyl)urea (1.15 g) was suspended in ethanol (20 ml) and heated at 50° C. to dissolve it. To the solution was added 4N hydrochloric acid/ethyl acetate solution (anhydrous)(0.5 ml). This solution was concentrated to a volume of 5 ml, cooled to 0°-5° C. and allowed to stand for 4 hrs. The resultant crystals were filtered and dried to afford the title compound (1.00 g, 81%).